This data is from the Open Reaction Database (ORD), a public repository of structured organic reaction records. The task is: describe an organic reaction: reactants, conditions, products, and yield The reactants are CCOC(=O)N(CCc1cccs1)CC(=O)O, O=C(Cl)C(=O)Cl, ClCCl, CN(C)C=O, OCl. The product is CCOC(=O)N(CCc1cccs1)CC(=O)Cl. RXN SMILES: [CH2:1]([CH3:2])[O:3][C:4](=[O:5])[N:6]([CH2:7][CH2:8][c:9]1[s:10][cH:11][cH:12][cH:13]1)[CH2:14][C:15](=[O:16])[OH:17].[Cl:25][C:26]([C:27]([Cl:28])=[O:29])=[O:30].[Cl:31][CH2:32][Cl:33].[O:18]=[CH:19][N:20]([CH3:21])[CH3:22].[OH:23][Cl:24]>>[CH2:1]([CH3:2])[O:3][C:4](=[O:5])[N:6]([CH2:7][CH2:8][c:9]1[s:10][cH:11][cH:12][cH:13]1)[CH2:14][C:15](=[O:17])[Cl:25]. Reactants: [BH4-], Cn1cc2ccc(NC(=O)c3ccccc3NCc3ccnc(NC(=O)N4CCC(=O)CC4)c3)cc2n1, CCO, [Na+]. Yields the product Cn1cc2ccc(NC(=O)c3ccccc3NCc3ccnc(NC(=O)N4CCC(O)CC4)c3)cc2n1. Reaction SMILES: [BH4-:38].[CH3:1][n:2]1[n:3][c:4]2[cH:5][c:6]([NH:11][C:12](=[O:13])[c:14]3[c:15]([NH:20][CH2:21][c:22]4[cH:23][c:24]([NH:28][C:29](=[O:30])[N:31]5[CH2:32][CH2:33][C:34](=[O:37])[CH2:35][CH2:36]5)[n:25][cH:26][cH:27]4)[cH:16][cH:17][cH:18][cH:19]3)[cH:7][cH:8][c:9]2[cH:10]1.[CH3:40][CH2:41][OH:42].[Na+:39]>>[CH3:1][n:2]1[n:3][c:4]2[cH:5][c:6]([NH:11][C:12](=[O:13])[c:14]3[c:15]([NH:20][CH2:21][c:22]4[cH:23][c:24]([NH:28][C:29](=[O:30])[N:31]5[CH2:32][CH2:33][CH:34]([OH:37])[CH2:35][CH2:36]5)[n:25][cH:26][cH:27]4)[cH:16][cH:17][cH:18][cH:19]3)[cH:7][cH:8][c:9]2[cH:10]1. Starting materials: [H][H] (Hydrogen), [K+].C1(=CC=C(C=C1)C[C@H](CC(C(=O)[O-])=C)NC(=O)OC(C)(C)C)C1=CC=CC=C1 ((R)-5-Biphenyl-4-yl-4-tert-butoxycarbonylamino-2-methylenepentanoic acid potassium salt), [K+].C1(=CC=C(C=C1)C[C@H](CC(C(=O)[O-])=C)NC(=O)OC(C)(C)C)C1=CC=CC=C1 (2-a). The reagents and catalysts are [Pd] (Palladium on carbon). The solvent is C(C)O (ethanol). Yields the product [K+].C1(=CC=C(C=C1)C[C@H](C[C@H](C(=O)[O-])C)NC(=O)OC(C)(C)C)C1=CC=CC=C1 ((2R,4S)-5-biphenyl-4-yl-4-tert-butoxycarbonylamino-2-methylpentanoic acid potassium salt), 1-a. As a reaction SMILES: [K+:1].[C:2]1([C:24]2[CH:29]=[CH:28][CH:27]=[CH:26][CH:25]=2)[CH:7]=[CH:6][C:5]([CH2:8][C@@H:9]([NH:16][C:17]([O:19][C:20]([CH3:23])([CH3:22])[CH3:21])=[O:18])[CH2:10][C:11](=[CH2:15])[C:12]([O-:14])=[O:13])=[CH:4][CH:3]=1.[H][H]>[Pd].C(O)C>[K+:1].[C:2]1([C:24]2[CH:25]=[CH:26][CH:27]=[CH:28][CH:29]=2)[CH:3]=[CH:4][C:5]([CH2:8][C@@H:9]([NH:16][C:17]([O:19][C:20]([CH3:23])([CH3:21])[CH3:22])=[O:18])[CH2:10][C@@H:11]([CH3:15])[C:12]([O-:14])=[O:13])=[CH:6][CH:7]=1 |f:0.1,5.6|. Procedure details: 100 mg (R)-5-Biphenyl-4-yl-4-tert-butoxycarbonylamino-2-methylenepentanoic acid potassium salt (2-a, R1=Boc, R2=H, R3=CO2K) (prepared according to procedure in Example 42) is added to ethanol (1 ml). 10% Palladium on carbon (10 mg, 50% water wet, Degussa type E101 NE/W) is then added. Hydrogen gas at ambient pressure is applied to the mixture. The mixture is stirred at ambient temperature and pressure overnight. The mixture is then filtered over Celite and washed with ethanol (2×1 ml). The mixtu... Run in C(C)#N (acetonitrile), O (water). The reactants are BrC=1C(=C(C=C(C1C)Cl)C(C)O)OC (1-(3-bromo-5-chloro-2-methoxy-4-methylphenyl)ethanol), CC1(OB(OC1(C)C)C1=CC(=NC=C1)C#N)C (4-(4,4,5,5-tetramethyl-1,3,2-dioxaborolan-2-yl)pyridine-2-carbonitrile), C([O-])([O-])=O.[Na+].[Na+] (sodium carbonate), ClCCl (dichloromethane). RXN SMILES: Br[C:2]1[C:3]([O:13][CH3:14])=[C:4]([CH:10]([OH:12])[CH3:11])[CH:5]=[C:6]([Cl:9])[C:7]=1[CH3:8].CC1(C)C(C)(C)OB([C:23]2[CH:28]=[CH:27][N:26]=[C:25]([C:29]#[N:30])[CH:24]=2)O1.C(=O)([O-])[O-].[Na+].[Na+].ClCCl>C(#N)C.C1C=CC(P(C2C=CC=CC=2)[C-]2C=CC=C2)=CC=1.C1C=CC(P(C2C=CC=CC=2)[C-]2C=CC=C2)=CC=1.Cl[Pd]Cl.[Fe+2].O>[Cl:9][C:6]1[C:7]([CH3:8])=[C:2]([C:23]2[CH:28]=[CH:27][N:26]=[C:25]([C:29]#[N:30])[CH:24]=2)[C:3]([O:13][CH3:14])=[C:4]([CH:10]([OH:12])[CH3:11])[CH:5]=1 |f:2.3.4,7.8.9.10|. Reaction conditions: temperature 95 celsius, time 2 hour. Reported procedure: A mixture of 1-(3-bromo-5-chloro-2-methoxy-4-methylphenyl)ethanol (0.30 g, 1.1 mmol), 4-(4,4,5,5-tetramethyl-1,3,2-dioxaborolan-2-yl)pyridine-2-carbonitrile (from Combi-Blocks, 0.27 g, 1.2 mmol), sodium carbonate (230 mg, 2.1 mmol) and [1,1′-bis(diphenylphosphino)ferrocene]dichloropalladium(II), complex with dichloromethane (1:1) (100 mg, 0.13 mmol) in acetonitrile (8 mL)/water (2 mL) was degassed and then refilled with N2. The reaction was stirred at 95° C. for 2 hours, then cooled and diluted ... The reagents and catalysts are C1=CC=C(C=C1)P([C-]2C=CC=C2)C3=CC=CC=C3.C1=CC=C(C=C1)P([C-]2C=CC=C2)C3=CC=CC=C3.Cl[Pd]Cl.[Fe+2] ([1,1′-bis(diphenylphosphino)ferrocene]dichloropalladium(II)). The product is ClC=1C(=C(C(=C(C1)C(C)O)OC)C1=CC(=NC=C1)C#N)C (4-[3-Chloro-5-(1-hydroxyethyl)-6-methoxy-2-methylphenyl]pyridine-2-carbonitrile). Starting materials: FC(CN=C(NC1=NC(=CN=C1)SCCCN)N)(F)F (2-[2-(2,2,2-trifluoroethyl)guanidino]-6-(3-aminopropylthio)pyrazine), CN=C=S (methylisothiocyanate). The solvent is C(C)#N (acetonitrile), C(C)#N (acetonitrile). Conditions: time 8 hour. Product: FC(CN=C(NC1=NC(=CN=C1)SCCCNC(=S)NC)N)(F)F (2-[2-(2,2,2-trifluoroethyl)guanidino]-6-[3-(3-methylthioureido)propylthio]pyrazine). Reaction SMILES: [F:1][C:2]([F:20])([F:19])[CH2:3][N:4]=[C:5]([NH2:18])[NH:6][C:7]1[CH:12]=[N:11][CH:10]=[C:9]([S:13][CH2:14][CH2:15][CH2:16][NH2:17])[N:8]=1.[CH3:21][N:22]=[C:23]=[S:24]>C(#N)C>[F:20][C:2]([F:1])([F:19])[CH2:3][N:4]=[C:5]([NH2:18])[NH:6][C:7]1[CH:12]=[N:11][CH:10]=[C:9]([S:13][CH2:14][CH2:15][CH2:16][NH:17][C:23]([NH:22][CH3:21])=[S:24])[N:8]=1. Procedure details: A solution of 2-[2-(2,2,2-trifluoroethyl)guanidino]-6-(3-aminopropylthio)pyrazine in warm acetonitrile (15 ml.) was allowed to cool to room temperature. A solution of methylisothiocyanate (0.15 g.) in acetonitrile (1 ml.) was added and the mixture stirred overnight. Evaporation to dryness gave a yellow solid which was recrystallised from a small volume of ethyl acetate to yield 2-[2-(2,2,2-trifluoroethyl)guanidino]-6-[3-(3-methylthioureido)propylthio]pyrazine (0.32 g.), m.p. 165°-167°. The reactants are Intermediate 4, COC1=CC=C(CN=[N+]=[N-])C=C1 (4-methoxybenzyl azide), COC=1C=C(C=CC1OC)C(C#CC(=O)OCC)=O (ethyl 4-(3,4-dimethoxyphenyl)-4-oxo-2-butynoate), COC=1C=C(C=CC1OC)C(C#CC(=O)OCC)=O (ethyl 4-(3,4-dimethoxyphenyl)-4-oxo-2-butynoate), COC=1C=C(C(=O)C2=C(N=NN2CC2=CC=C(C=C2)OC)C(=O)OCC)C=CC1OC (ethyl 5-(3,4-dimethoxybenzoyl)-1-(4-methoxybenzyl)-1H-1,2,3-triazole-4-carboxylate), COC=1C=C(C(=O)C=2N(NNC2C(=O)OCC)CC2=CC=C(C=C2)OC)C=CC1OC (ethyl 4-(3,4-dimethoxybenzoyl)-3-(4-methoxybenzyl)-1H-1,2,3-triazole-5-carboxylate). Run in C1(=CC=CC=C1)C (toluene), C1(=CC=CC=C1)C (toluene). Run at temperature 100 celsius, time 18 hour. Yields the product COC=1C=C(C(=O)C2=C(N=NN2)C(=O)OCC)C=CC1OC (Ethyl 5-(3,4-dimethoxybenzoyl)-1H-1,2,3-triazole-4-carboxylate). Reaction SMILES: COC1C=CC(CN=[N+]=[N-])=CC=1.COC1C=C(C(=O)C#CC(OCC)=O)C=CC=1OC.[CH3:32][O:33][C:34]1[CH:35]=[C:36]([CH:58]=[CH:59][C:60]=1[O:61][CH3:62])[C:37]([C:39]1[N:43](CC2C=CC(OC)=CC=2)[N:42]=[N:41][C:40]=1[C:53]([O:55][CH2:56][CH3:57])=[O:54])=[O:38].COC1C=C(C=CC=1OC)C(C1N(CC2C=CC(OC)=CC=2)NNC=1C(OCC)=O)=O>C1(C)C=CC=CC=1>[CH3:32][O:33][C:34]1[CH:35]=[C:36]([CH:58]=[CH:59][C:60]=1[O:61][CH3:62])[C:37]([C:39]1[NH:43][N:42]=[N:41][C:40]=1[C:53]([O:55][CH2:56][CH3:57])=[O:54])=[O:38]. Procedure: In the same manner as in Intermediate 4, a solution of 4-methoxybenzyl azide (1.8 g) in toluene (10 ml) was added to a solution of ethyl 4-(3,4-dimethoxyphenyl)-4-oxo-2-butynoate (intermediate 2) (2.4 g, 9.2 mmol) in toluene (80 ml). The mixture was stirred at 100° C. for 18 hr. The reaction solution was concentrated under reduced pressure to give a mixture of ethyl 5-(3,4-dimethoxybenzoyl)-1-(4-methoxybenzyl)-1H-1,2,3-triazole-4-carboxylate and ethyl 4-(3,4-dimethoxybenzoyl)-3-(4-methoxybenzyl)...